Dataset: the Open Reaction Database (ORD), a public repository of structured organic reaction records. Task: describe an organic reaction: reactants, conditions, products, and yield The reactants are CO, CN1CCCC1=O, Cn1c(=O)c(Oc2ccccc2F)cc2cnc(S(C)(=O)=O)nc21, NCC(O)CO, O. The product is Cn1c(=O)c(Oc2ccccc2F)cc2cnc(NCC(O)CO)nc21. Reaction SMILES: [CH3:32][OH:33].[CH3:34][N:35]1[CH2:36][CH2:37][CH2:38][C:39]1=[O:40].[F:1][c:2]1[c:3]([O:4][c:5]2[cH:6][c:7]3[c:8]([n:9][c:10]([S:13]([CH3:14])(=[O:15])=[O:16])[n:11][cH:12]3)[n:17]([CH3:20])[c:18]2=[O:19])[cH:21][cH:22][cH:23][cH:24]1.[NH2:25][CH2:26][CH:27]([CH2:28][OH:29])[OH:30].[OH2:31]>>[F:1][c:2]1[c:3]([O:4][c:5]2[cH:6][c:7]3[c:8]([n:9][c:10]([NH:25][CH2:26][CH:27]([CH2:28][OH:29])[OH:30])[n:11][cH:12]3)[n:17]([CH3:20])[c:18]2=[O:19])[cH:21][cH:22][cH:23][cH:24]1. The reactants are C1(=CC=CC=C1)OC(NC1=C(C(=NS1)SCC1=CC=C(C=C1)OC)C#N)=O ([4-cyano-3-(4-methoxy-benzylsulfanyl)-isothiazol-5-yl]-carbamic acid phenyl ester), FC(C(=O)O)(F)F (trifluoracetic acid), C1(=CC=CC=C1)OC (anisole), mercuric acetate. Yields the product C1(=CC=CC=C1)OC(NC1=C(C(=NS1)S)C#N)=O ((4-cyano-3-mercapto-isothiazol-5-yl)-carbamic acid phenyl ester). The yield is 101.0%. RXN SMILES: [C:1]1([O:7][C:8](=[O:27])[NH:9][C:10]2[S:14][N:13]=[C:12]([S:15]CC3C=CC(OC)=CC=3)[C:11]=2[C:25]#[N:26])[CH:6]=[CH:5][CH:4]=[CH:3][CH:2]=1.FC(F)(F)C(O)=O.C1(OC)C=CC=CC=1>>[C:1]1([O:7][C:8](=[O:27])[NH:9][C:10]2[S:14][N:13]=[C:12]([SH:15])[C:11]=2[C:25]#[N:26])[CH:2]=[CH:3][CH:4]=[CH:5][CH:6]=1. Procedure details: To a mixture of [4-cyano-3-(4-methoxy-benzylsulfanyl)-isothiazol-5-yl]-carbamic acid phenyl ester (1.0 g, 2.5 mmol), trifluoracetic acid (26 mL) and anisole (2.7 g, 25 mmol) at 0° C. was added mercuric acetate (0.80 g, 2.5 mmol). The mixture was allowed to warm to room temperature overnight. After concentration in vacuo, the mixture was diluted with 100 mL of water and 100 mL of ethyl acetate. Hydrogen sulfide was bubbled in slowly until precipitation of the mercury salts was complete. The mixtu... Reactants: C[S-], Cc1ccccc1, CC(=O)O, [Na+], O=C1C=CCCC1. Yields the product CSC1CCCC(=O)C1. As a reaction SMILES: [CH3:12][S-:13].[CH3:15][c:16]1[cH:17][cH:18][cH:19][cH:20][cH:21]1.[CH3:8][C:9](=[O:10])[OH:11].[Na+:14].[O:1]=[C:2]1[CH2:3][CH2:4][CH2:5][CH:6]=[CH:7]1>>[O:1]=[C:2]1[CH2:3][CH2:4][CH2:5][CH:6]([S:13][CH3:12])[CH2:7]1. The reactants are N(=[N+]=[N-])C1=C2CC[C@H]3[C@@H]4CCC([C@@]4(C)CC[C@@H]3[C@]2(CCC1=O)C)=O (4-azidoandrost-4-en-3,17-dione), [N-]=[N+]=[N-].[Na+] (sodium azide). The solvent is CN(C=O)C (dimethylformamide). Yields the product NC1=C2C=C[C@H]3[C@@H]4CCC([C@@]4(C)CC[C@@H]3[C@]2(CCC1=O)C)=O (4-aminoandrosta-4,6-dien-3,17-dione). Yield: 74.4%. RXN SMILES: [N:1]([C:4]1[C:21](=[O:22])[CH2:20][CH2:19][C@@:18]2([CH3:23])[C:5]=1[CH2:6][CH2:7][C@@H:8]1[C@@H:17]2[CH2:16][CH2:15][C@@:13]2([CH3:14])[C@H:9]1[CH2:10][CH2:11][C:12]2=[O:24])=[N+]=[N-].[N-]=[N+]=[N-].[Na+]>CN(C)C=O>[NH2:1][C:4]1[C:21](=[O:22])[CH2:20][CH2:19][C@@:18]2([CH3:23])[C:5]=1[CH:6]=[CH:7][C@@H:8]1[C@@H:17]2[CH2:16][CH2:15][C@@:13]2([CH3:14])[C@H:9]1[CH2:10][CH2:11][C:12]2=[O:24] |f:1.2|. Procedure: A mixture of 0.125 g of 4-azidoandrost-4-en-3,17-dione in 10 ml of dimethylformamide and 0.4 ml of a 1N sodium azide aqueous solution is stirred and heated at 90°-100° C. for 30 minutes, during which time the evolution of nitrogen is observed. After cooling the reaction mixture is worked up as described in the example 1. There are obtained 0.085 g of the title compound, m.p. 147°-149° C. (dec.). Starting materials: BrCC(=O)OC(C)(C)C (t-butyl bromoacetate), N1CCOCC1 (morpholine). Run in O1CCCC1 (tetrahydrofuran). Run at time 2 hour. Yields the product O1CCN(CC1)CC(=O)O (morpholinoacetic acid). The yield is 85.0%. As a reaction SMILES: Br[CH2:2][C:3]([O:5]C(C)(C)C)=[O:4].[NH:10]1[CH2:15][CH2:14][O:13][CH2:12][CH2:11]1>O1CCCC1>[O:13]1[CH2:14][CH2:15][N:10]([CH2:2][C:3]([OH:5])=[O:4])[CH2:11][CH2:12]1. Procedure: Dissolve t-butyl bromoacetate (leq) in tetrahydrofuran and add morpholine (2.2 eq) via syringe. Stir the reaction mixture at room temperature for 2 hours, filter and wash the filter cake with ethyl ace tare. Combine the organic filtrates and wash with saturated sodium bicarbonate (2×), water (2×) and brine. Dry (Na2SO4), filter and evaporate the solvent in vacuo. Take up the oily residue in ethyl acetate, cool in ice and bubble hydrogen chloride gas into the solution. Stir at room temperature ov... The reactants are 2- and 3-dihydrofuranyl, Cl.BrC=1C(=NC=CC1)OC1=CC=C(C=C1)NC1=NC=CC=C1 (N-(4-(3-bromopyridin-2-yloxy)phenyl)pyridin-2-amine hydrochloride), C1(CCCCC1)N(C1CCCCC1)C (N-cyclohexyl-N-methylcyclohexanamine), O1CC=CC1 (2,5-dihydrofuran). Reagents/catalysts: [Pd].C(C)(C)(C)P(C(C)(C)C)C(C)(C)C.C(C)(C)(C)P(C(C)(C)C)C(C)(C)C (Bis(tri-tert-butylphosphine) palladium (0)). Solvent: O1CCOCC1 (dioxane). Conditions: temperature 80 celsius. Yields the product O1CC(C=C1)C=1C(=NC=CC1)OC1=CC=C(C=C1)NC1=NC=CC=C1 (N-(4-(3-(2,3-DIHYDROFURAN-3-YL)PYRIDIN-2-YLOXY)PHENYL)PYRIDIN-2-AMINE). As a reaction SMILES: Cl.Br[C:3]1[C:4]([O:9][C:10]2[CH:15]=[CH:14][C:13]([NH:16][C:17]3[CH:22]=[CH:21][CH:20]=[CH:19][N:18]=3)=[CH:12][CH:11]=2)=[N:5][CH:6]=[CH:7][CH:8]=1.C1(N(C)C2CCCCC2)CCCCC1.[O:37]1[CH2:41][CH:40]=[CH:39][CH2:38]1>[Pd].C(P(C(C)(C)C)C(C)(C)C)(C)(C)C.C(P(C(C)(C)C)C(C)(C)C)(C)(C)C.O1CCOCC1>[O:37]1[CH:38]=[CH:39][CH:40]([C:3]2[C:4]([O:9][C:10]3[CH:15]=[CH:14][C:13]([NH:16][C:17]4[CH:22]=[CH:21][CH:20]=[CH:19][N:18]=4)=[CH:12][CH:11]=3)=[N:5][CH:6]=[CH:7][CH:8]=2)[CH2:41]1 |f:0.1,4.5.6|. Procedure: To a 25 mL microwave vial was added Bis(tri-tert-butylphosphine) palladium (0) (121 mg, 0.238 mmol) and N-(4-(3-bromopyridin-2-yloxy)phenyl)pyridin-2-amine hydrochloride (900 mg, 2.377 mmol) before sealing and evacuating and backfilling with nitrogen. After addition of dioxane (11.900 ml), N-cyclohexyl-N-methylcyclohexanamine (1.008 ml, 4.75 mmol), and 2,5-dihydrofuran (0.701 ml, 9.51 mmol), the black suspension was heated to 80° C. for 5 h. The reaction mixture was cooled to room temperature, t...